The task is: describe an organic reaction: reactants, conditions, products, and yield. This data is from the Open Reaction Database (ORD), a public repository of structured organic reaction records. Reactants: [BH-](OC(=O)C)(OC(=O)C)OC(=O)C.[Na+] (NaBH(OAc)3), BrC=1C=CC(=C(N)C1)[N+](=O)[O-] (5-bromo-2-nitroaniline), CSC=1SC2=C(N1)C=CC(=C2)C=O (2-(methylthio)benzo[d]thiazole-6-carbaldehyde). Solvent: C(=O)(C(F)(F)F)O (TFA), C(Cl)Cl (CH2Cl2). Conditions: time 15 minute. The product is BrC=1C=CC(=C(NCC2=CC3=C(N=C(S3)SC)C=C2)C1)[N+](=O)[O-] (5-bromo-N-((2-(methylthio)benzo[d]thiazol-6-yl)methyl)-2-nitroaniline). Yield: 73.0%. RXN SMILES: [Br:1][C:2]1[CH:3]=[CH:4][C:5]([N+:9]([O-:11])=[O:10])=[C:6]([CH:8]=1)[NH2:7].[BH-](OC(C)=O)(OC(C)=O)OC(C)=O.[Na+].[CH3:26][S:27][C:28]1[S:29][C:30]2[CH:36]=[C:35]([CH:37]=O)[CH:34]=[CH:33][C:31]=2[N:32]=1>C(O)(C(F)(F)F)=O.C(Cl)Cl>[Br:1][C:2]1[CH:3]=[CH:4][C:5]([N+:9]([O-:11])=[O:10])=[C:6]([CH:8]=1)[NH:7][CH2:37][C:35]1[CH:34]=[CH:33][C:31]2[N:32]=[C:28]([S:27][CH3:26])[S:29][C:30]=2[CH:36]=1 |f:1.2|. Procedure: To a stirred mixture of 5-bromo-2-nitroaniline (714 mg, 4.0 mmol) in TFA (7 mL) at −15° C. under argon, was added NaBH(OAc)3 (1.2 g, 5.4 mmol) in small portions. The mixture was stirred for 15 min, then a solution of 2-(methylthio)benzo[d]thiazole-6-carbaldehyde in CH2Cl2 (2 mL) was added dropwise. The mixture was stirred for 30 min then concentrated under reduced pressure to give a red oil. The oil was partitioned between EtOAc (200 mL) and saturated aq NaHCO3 (100 mL). The organic layer was se... The reactants are COC(=O)C1CCC(Nc2ccc([N+](=O)[O-])cc2C(=O)NCc2ccc3c(c2)OCO3)CC1, CO, C1CCOC1. The product is O=C(NCc1ccc2c(c1)OCO2)c1cc([N+](=O)[O-])ccc1NC1CCC(C(=O)O)CC1. Reaction SMILES: [CH3:1][O:2][C:3](=[O:4])[CH:5]1[CH2:6][CH2:7][CH:8]([NH:11][c:12]2[c:13]([C:14](=[O:15])[NH:16][CH2:17][c:18]3[cH:19][c:20]4[c:21]([cH:25][cH:26]3)[O:22][CH2:23][O:24]4)[cH:27][c:28]([N+:31](=[O:32])[O-:33])[cH:29][cH:30]2)[CH2:9][CH2:10]1.[CH3:34][OH:35].[O:36]1[CH2:37][CH2:38][CH2:39][CH2:40]1>>[O:2]=[C:3]([OH:4])[CH:5]1[CH2:6][CH2:7][CH:8]([NH:11][c:12]2[c:13]([C:14](=[O:15])[NH:16][CH2:17][c:18]3[cH:19][c:20]4[c:21]([cH:25][cH:26]3)[O:22][CH2:23][O:24]4)[cH:27][c:28]([N+:31](=[O:32])[O-:33])[cH:29][cH:30]2)[CH2:9][CH2:10]1.